From a dataset of the Open Reaction Database (ORD), a public repository of structured organic reaction records. describe an organic reaction: reactants, conditions, products, and yield The reactants are BrC1=C2C=CC(=NC2=CC=C1)NCC=1OC(=CC1)C ((5-Bromo-quinolin-2-yl)-(5-methyl-furan-2-ylmethyl)-amine), CN(C=O)C (dimethylformamide), C(CCC)[Li] (n-Butyllithium). Solvent: O1CCCC1 (tetrahydrofurane). Conditions: temperature -10 celsius, time 45 minute. Product: CC1=CC=C(O1)CNC1=NC=2C=CC=C(C2C=C1)C=O (2-[(5-Methyl-furan-2-ylmethyl)-amino]-quinoline-5-carbaldehyde), oil. The yield is 41.0%. RXN SMILES: Br[C:2]1[CH:11]=[CH:10][CH:9]=[C:8]2[C:3]=1[CH:4]=[CH:5][C:6]([NH:12][CH2:13][C:14]1[O:15][C:16]([CH3:19])=[CH:17][CH:18]=1)=[N:7]2.C([Li])CCC.CN(C)[CH:27]=[O:28]>O1CCCC1>[CH3:19][C:16]1[O:15][C:14]([CH2:13][NH:12][C:6]2[CH:5]=[CH:4][C:3]3[C:2]([CH:27]=[O:28])=[CH:11][CH:10]=[CH:9][C:8]=3[N:7]=2)=[CH:18][CH:17]=1. Procedure details: (5-Bromo-quinolin-2-yl)-(5-methyl-furan-2-ylmethyl)-amine (700 mg, 2.11 mmol) was dissolved in 30 mL tetrahydrofurane. n-Butyllithium solution (1.6 M in hexane, 3.45 mL, 2.16 mmol) was slowly added at −78° C. The reaction mixture was allowed to warm to −10° C. and stirred at this temperature for 45 min. The reaction mixture was then cooled again to −78° C. and dimethylformamide (404 mg, 5.53 mmol) was added. The mixture was then slowly warmed up and quenched with 100 mL water at 5° C. The mixtur... Reactants: crude product, Cl (HCl), product, CC1=C(C(=CC(=C1)[N+](=O)[O-])C)NC1=NCCC1 (2-[(2,6-Dimethyl-4-nitrophenyl)amino]-1-pyrroline), Cl (hydrochloric acid), C(C)OCC (diethyl ether). The product is Cl.Cl.CC1=C(C(=CC(=C1)N)C)NC1=NCCC1 (2-[(2,6-Dimethyl-4-aminophenyl)amino]-1-pyrroline, dihydrochloride). Reaction SMILES: [CH3:1][C:2]1[CH:7]=[C:6]([N+:8]([O-])=O)[CH:5]=[C:4]([CH3:11])[C:3]=1[NH:12][C:13]1[CH2:17][CH2:16][CH2:15][N:14]=1.[ClH:18].C(OCC)C>CO.C(O)(C)C>[ClH:18].[ClH:18].[CH3:1][C:2]1[CH:7]=[C:6]([NH2:8])[CH:5]=[C:4]([CH3:11])[C:3]=1[NH:12][C:13]1[CH2:17][CH2:16][CH2:15][N:14]=1 |f:5.6.7|. Procedure details: The title compound was prepared by the method of Example 9 using 10.5 g of the product compound of Example 10, except that no hydrochloric acid was added during hydrogenation. The crude product was dissolved in methanol and acidified with HCl in isopropyl alcohol. Addition of diethyl ether induced precipitation of 11.6 g of the title compound. Structure assignment was supported by the nmr spectrum and by elemental analysis. Solvent: C(C)(C)O (isopropyl alcohol), CO (methanol).